This data is from the Open Reaction Database (ORD), a public repository of structured organic reaction records. The task is: describe an organic reaction: reactants, conditions, products, and yield The reactants are C(C)OC(C(C(C1=CC=CC=C1)=O)C1=CC=CC=C1)=O (3-oxo-2,3-diphenylpropionic acid ethyl ester), C(C1(C)C(C)(C)C(C(=O)O)CC1)(=O)O (camphoric acid), NN (hydrazine). Run in C(C)O (ethanol). Product: C1(=CC=CC=C1)C=1C(NNC1C1=CC=CC=C1)=O (4,5-diphenyl-1,2-dihydropyrazol-3-one). The yield is 32.5%. RXN SMILES: C([O:3][C:4](=O)[CH:5]([C:14]1[CH:19]=[CH:18][CH:17]=[CH:16][CH:15]=1)[C:6](=O)[C:7]1[CH:12]=[CH:11][CH:10]=[CH:9][CH:8]=1)C.C(O)(=O)C1(CCC(C(O)=O)C1(C)C)C.[NH2:35][NH2:36]>C(O)C>[C:14]1([C:5]2[C:4](=[O:3])[NH:35][NH:36][C:6]=2[C:7]2[CH:12]=[CH:11][CH:10]=[CH:9][CH:8]=2)[CH:19]=[CH:18][CH:17]=[CH:16][CH:15]=1. Procedure: To 20 mL of an ethanol solution of 1.2 g (4.47mmol) of 3-oxo-2,3-diphenylpropionic acid ethyl ester was added 1.04 g (4.47 mmol) of camphoric acid and 140 μL(4.47 mmol) of hydrazine. After the mixture was refluxed for 20 min, the solvent was removed in vacuo, and the residue was triturated with 40% ethyl acetate/hexane (2 mL) three times to afford 343 mg of 4,5-diphenyl-1,2-dihydropyrazol-3-one in 27% yield. Reactants: OC1=C(C=C(C=C1)/C=C/CN1CCC(CC1)C1=CC=C(C=C1)OC1=CC=CC=C1)OC ((E)-1-[3-(4-hydroxy-3-methoxyphenyl)-2-propenyl]-4-(4-phenoxyphenyl)piperidine), BrCC=1OC2=C(C1)C=CC=C2 (2-bromomethylbenzofuran). Yields the product O1C(=CC2=C1C=CC=C2)CN2CCC(CC2)C2=CC=C(C=C2)OC2=CC=CC=C2 (1-(benzofuran-2-yl)methyl-4-(4-phenoxyphenyl)piperidine). Reaction SMILES: OC1C=CC(/C=C/C[N:11]2[CH2:16][CH2:15][CH:14]([C:17]3[CH:22]=[CH:21][C:20]([O:23][C:24]4[CH:29]=[CH:28][CH:27]=[CH:26][CH:25]=4)=[CH:19][CH:18]=3)[CH2:13][CH2:12]2)=CC=1OC.Br[CH2:33][C:34]1[O:35][C:36]2[CH:42]=[CH:41][CH:40]=[CH:39][C:37]=2[CH:38]=1>>[O:35]1[C:36]2[CH:42]=[CH:41][CH:40]=[CH:39][C:37]=2[CH:38]=[C:34]1[CH2:33][N:11]1[CH2:16][CH2:15][CH:14]([C:17]2[CH:22]=[CH:21][C:20]([O:23][C:24]3[CH:29]=[CH:28][CH:27]=[CH:26][CH:25]=3)=[CH:19][CH:18]=2)[CH2:13][CH2:12]1. Procedure details: The same procedure was followed as in Example 11 using the compound (9) synthesized in Example 2 and 2-bromomethylbenzofuran to produce the above. The reactants are CCO, Cc1ccc(C=O)cc1, Cl, NO, [Na+], [OH-], O. Yields the product Cc1ccc(C=NO)cc1. RXN SMILES: [CH3:16][CH2:17][OH:18].[CH3:4][c:5]1[cH:6][cH:7][c:8]([CH:9]=[O:10])[cH:11][cH:12]1.[ClH:1].[NH2:2][OH:3].[Na+:14].[OH-:13].[OH2:15]>>[N:2]([OH:3])=[CH:9][c:8]1[cH:7][cH:6][c:5]([CH3:4])[cH:12][cH:11]1. Starting materials: CC1=NN=C2N1N=C(C=C2)C=2C=C(C=CC2)NC(CC)=O (N-[3-(3-methyl-1,2,4-triazolo [4,3-b]pyridazin-6-yl)phenyl]propanamide), [H-].[Na+] (sodium hydride), CI (methyl iodide). Run in CN(C=O)C (dimethylformamide), CN(C=O)C (dimethylformamide). Product: CN(C(CC)=O)C1=CC(=CC=C1)C=1C=CC=2N(N1)C(=NN2)C (N-Methyl-N-[3-(3-methyl-1,2,4-triazolo[4,3-b]-pyridazin-6-yl) phenyl]propanamide). RXN SMILES: [CH3:1][C:2]1[N:6]2[N:7]=[C:8]([C:11]3[CH:12]=[C:13]([NH:17][C:18](=[O:21])[CH2:19][CH3:20])[CH:14]=[CH:15][CH:16]=3)[CH:9]=[CH:10][C:5]2=[N:4][N:3]=1.[H-].[Na+].[CH3:24]I>CN(C)C=O>[CH3:24][N:17]([C:13]1[CH:14]=[CH:15][CH:16]=[C:11]([C:8]2[CH:9]=[CH:10][C:5]3[N:6]([C:2]([CH3:1])=[N:3][N:4]=3)[N:7]=2)[CH:12]=1)[C:18](=[O:21])[CH2:19][CH3:20] |f:1.2|. Reported procedure: A mixture of 2.52 g of N-[3-(3-methyl-1,2,4-triazolo [4,3-b]pyridazin-6-yl)phenyl]propanamide, 100 ml of dimethylformamide and 0.43 g of sodium hydride (60% in oil) was stirred at room temperature. A 1.53 g portion of methyl iodide in 10 ml of dimethylformamide was added and the procedure of Example 1 was followed, giving 1.15 g of the desired product, mp 150°-152° C. Starting materials: N1(CCOCC1)CCNC1=NOC2=C1C=CC(=C2)O (3-[[2-(4-morpholinyl)ethyl]amino]-1,2-benzisoxazol-6-ol), CN=C=O (methyl isocyanate), CO.C(Cl)Cl (MeOH DCM). Isolated yield 28.8%. Product: CNC(OC1=CC2=C(C(=NO2)NCCN2CCOCC2)C=C1)=O (3-[[2-(4-Morpholinyl)ethyl]amino]-1,2-benzisoxazol-6-yl Methylcarbamate). Reported procedure: To a stirred solution of 3-[[2-(4-morpholinyl)ethyl]amino]-1,2-benzisoxazol-6-ol (2 g) and copper(I)chloride (0.3 g) in EtOAc (60 ml) was added methyl isocyanate (0.5 g). After 3.5 h ours TLC (silica gel, 10% MeOH/DCM) showed no starting material. The reaction was filtered through neutral alumina eluting with EtOAc (2 l) and the filtrate was concentrated in vacuo. Flash column chromatography (silica gel) eluting with 1:1:20 acetone/MeOH/DCM afforded a white solid which was recrystallized from Et... Run in CCOC(=O)C (EtOAc). Reagents/catalysts: [Cu]Cl (copper(I)chloride). RXN SMILES: [N:1]1([CH2:7][CH2:8][NH:9][C:10]2[C:14]3[CH:15]=[CH:16][C:17]([OH:19])=[CH:18][C:13]=3[O:12][N:11]=2)[CH2:6][CH2:5][O:4][CH2:3][CH2:2]1.[CH3:20][N:21]=[C:22]=[O:23].CO.C(Cl)Cl>CCOC(C)=O.[Cu]Cl>[CH3:20][NH:21][C:22](=[O:23])[O:19][C:17]1[CH:16]=[CH:15][C:14]2[C:10]([NH:9][CH2:8][CH2:7][N:1]3[CH2:6][CH2:5][O:4][CH2:3][CH2:2]3)=[N:11][O:12][C:13]=2[CH:18]=1 |f:2.3|.